Dataset: the Open Reaction Database (ORD), a public repository of structured organic reaction records. Task: describe an organic reaction: reactants, conditions, products, and yield Reactants: OC(CCC(CC(C)=O)=O)(CCCC(CCCC(CCCC(C)C)C)C)C (7-hydroxy-7,11,15,19-tetramethyleicosane-2,4-dione), COC(=O)CC(=O)CC(=O)OC (dimethyl acetonedicarboxylate), C[O-].[Na+] (sodium methoxide), [Na] (sodium). The solvent is CO (methanol), CO (methanol), CO (methanol). Reaction conditions: time 44 hour. The product is OC1=C(C(=CC(=C1C(=O)OC)C)CCC(CCCC(CCCC(CCCC(C)C)C)C)(C)O)C(=O)OC (dimethyl 2-hydroxy-4-methyl-6(3-hydroxy-3,7,11,15-tetramethyl-hexadecanyl)-benzene-1,3-dicarboxylate). Isolated yield 103.5%. RXN SMILES: [OH:1][C:2]([CH3:27])([CH2:11][CH2:12][CH2:13][CH:14]([CH3:26])[CH2:15][CH2:16][CH2:17][CH:18]([CH3:25])[CH2:19][CH2:20][CH2:21][CH:22]([CH3:24])[CH3:23])[CH2:3][CH2:4][C:5](=O)[CH2:6][C:7](=O)[CH3:8].[CH3:28][O:29][C:30]([CH2:32][C:33]([CH2:35][C:36]([O:38][CH3:39])=[O:37])=[O:34])=[O:31].C[O-].[Na+].[Na]>CO>[OH:34][C:33]1[C:35]([C:36]([O:38][CH3:39])=[O:37])=[C:7]([CH3:8])[CH:6]=[C:5]([CH2:4][CH2:3][C:2]([OH:1])([CH3:27])[CH2:11][CH2:12][CH2:13][CH:14]([CH3:26])[CH2:15][CH2:16][CH2:17][CH:18]([CH3:25])[CH2:19][CH2:20][CH2:21][CH:22]([CH3:23])[CH3:24])[C:32]=1[C:30]([O:29][CH3:28])=[O:31] |f:2.3,^1:42|. Reported procedure: To a solution of 7-hydroxy-7,11,15,19-tetramethyleicosane-2,4-dione (72.5 g) and dimethyl acetonedicarboxylate (29.6 g) in methanol (190 ml) at 0° was added a solution of sodium methoxide in methanol from 2.44 g of sodium and 90 ml of methanol). The solution as stirred at room temperature for 44 hr and was concentrated on a rotary evaporator to remove approx. 100 ml of methanol. The residual solution was poured onto ice (500 g) and 20% (v/v) aqueous hydrochloric acid (45 ml). The mixture was ext... Starting materials: C(CCl)Cl (EDC), [N+](=O)([O-])C1=CC=C(C=C1)C(C(=O)O)C (2-(4-nitrophenyl) propionic acid), CCN(C(C)C)C(C)C (Hunig's Base), Cl.[N+](=O)([O-])C1=CC=C(C=C1)CCN1CCNCC1 (1-[2-(4-Nitrophenyl)ethyl]piperazine hydrochloride), crude mixture. Run in C(Cl)Cl (DCM), C(C)(=O)OCC (ethyl acetate). Reaction conditions: time 3 hour. The product is [N+](=O)([O-])C1=CC=C(C=C1)CCN1CCN(CC1)C(C(C)C1=CC=C(C=C1)[N+](=O)[O-])=O (1-[2-(4-nitrophenyl)ethyl]-4-[2-(4-nitrophenyl)propanoyl]piperazine). Isolated yield 60.9%. RXN SMILES: C(Cl)CCl.[N+:5]([C:8]1[CH:13]=[CH:12][C:11]([CH:14]([CH3:18])[C:15]([OH:17])=O)=[CH:10][CH:9]=1)([O-:7])=[O:6].CCN(C(C)C)C(C)C.Cl.[N+:29]([C:32]1[CH:37]=[CH:36][C:35]([CH2:38][CH2:39][N:40]2[CH2:45][CH2:44][NH:43][CH2:42][CH2:41]2)=[CH:34][CH:33]=1)([O-:31])=[O:30]>C(Cl)Cl.C(OCC)(=O)C>[N+:29]([C:32]1[CH:37]=[CH:36][C:35]([CH2:38][CH2:39][N:40]2[CH2:41][CH2:42][N:43]([C:15](=[O:17])[CH:14]([C:11]3[CH:10]=[CH:9][C:8]([N+:5]([O-:7])=[O:6])=[CH:13][CH:12]=3)[CH3:18])[CH2:44][CH2:45]2)=[CH:34][CH:33]=1)([O-:31])=[O:30] |f:3.4|. Procedure: EDC (113 mg, 0.591 mmol) was added to a solution of 2-(4-nitrophenyl) propionic acid (92 mg, 0.473 mmol), Hunig's Base (0.083 ml, 0.473 mmol) and 1-[2-(4-Nitrophenyl)ethyl]piperazine hydrochloride (107 mg, 0.394 mmol) in 5 ml DCM and stirred at room temperature for 3 hours. The crude mixture was diluted with ethyl acetate and washed with saturated solution of NH4Cl, brine, dried over sodium sulfate, filtered and concentrated. Residue was purified by prep-TLC plate with 5% (NH4OH:MeOH 9:1) in DCM... The reactants are ClCC(=O)OC (methyl chloroacetate), Cl (HCl), ClC1=C(C#N)C=CC=C1 (2-chlorobenzonitrile), O1COC2=C1C=CC(=C2)CC#N (benzo[1,3]dioxol-5-yl-acetonitrile), CC(C)([O-])C.[K+] (potassium tert-butoxide). Solvent: C1(=CC=CC=C1)C (toluene), CCCCCCC (heptane), CN(C=O)C (dimethylformamide), CN(C=O)C (dimethylformamide). Yields the product COC(=O)C=1C(C2=CC=CC=C2C1N)(C#N)C1=CC2=C(OCO2)C=C1 (3-Amino-1-benzo[1,3]dioxol-5-yl-1-cyano-1H-indene-2-carboxylic acid methyl ester). Isolated yield 79.0%. RXN SMILES: Cl[C:2]1[CH:9]=[CH:8][CH:7]=[CH:6][C:3]=1[C:4]#[N:5].[O:10]1[C:14]2[CH:15]=[CH:16][C:17]([CH2:19][C:20]#[N:21])=[CH:18][C:13]=2[O:12][CH2:11]1.CC(C)([O-])C.[K+].Cl[CH2:29][C:30]([O:32][CH3:33])=[O:31].Cl>CN(C)C=O.C1(C)C=CC=CC=1.CCCCCCC>[CH3:33][O:32][C:30]([C:29]1[C:19]([C:17]2[CH:16]=[CH:15][C:14]3[O:10][CH2:11][O:12][C:13]=3[CH:18]=2)([C:20]#[N:21])[C:2]2[C:3]([C:4]=1[NH2:5])=[CH:6][CH:7]=[CH:8][CH:9]=2)=[O:31] |f:2.3|. Procedure details: A mixture of 2-chlorobenzonitrile (12.3 g) and benzo[1,3]dioxol-5-yl-acetonitrile (10 g) in dimethylformamide (25 mL) was added with stirring and cooling in an ice bath to potassium tert-butoxide (20.1 g) dissolved in dimethylformamide (50 mL) at such a rate that the temperature did not exceed 25° C. After stirring for 0.5 h, methyl chloroacetate (11.1 g) was added in 10 min. After being stirred for 24 h at rt, the mixture was poured into a mixture of 0.1 M HCl (200 mL), heptane (30 mL) and tolu... The reactants are CC(=O)O[BH-](OC(C)=O)OC(C)=O, CC(=O)O, COc1ccc(C=O)c(OC)c1, CC(Cl)Cl, COc1ccc(N)c(C(=O)c2cccc(F)c2)c1, [Na+]. The product is COc1ccc(CNc2ccc(OC)cc2C(=O)c2cccc(F)c2)c(OC)c1. As a reaction SMILES: [C:19]([O:20][BH-:21]([O:22][C:23](=[O:24])[CH3:25])[O:26][C:27](=[O:28])[CH3:29])(=[O:30])[CH3:31].[CH3:33][C:34](=[O:35])[OH:36].[CH3:37][O:38][c:39]1[c:40]([CH:41]=[O:42])[cH:43][cH:44][c:45]([O:47][CH3:48])[cH:46]1.[Cl:49][CH:50]([Cl:51])[CH3:52].[NH2:1][c:2]1[c:3]([C:10](=[O:11])[c:12]2[cH:13][c:14]([F:18])[cH:15][cH:16][cH:17]2)[cH:4][c:5]([O:8][CH3:9])[cH:6][cH:7]1.[Na+:32]>>[NH:1]([c:2]1[c:3]([C:10](=[O:11])[c:12]2[cH:13][c:14]([F:18])[cH:15][cH:16][cH:17]2)[cH:4][c:5]([O:8][CH3:9])[cH:6][cH:7]1)[CH2:41][c:40]1[c:39]([O:38][CH3:37])[cH:46][c:45]([O:47][CH3:48])[cH:44][cH:43]1. Starting materials: BrC1=CC(=C(N)C(=C1)C)C (4-bromo-2,6-dimethylaniline), C(CCC)[Li] (n-butyl lithium), hexanes, O (water), C[Si](C)(C)Cl (trimethylsilyl chloride), C(CCC)[Li] (n-butyl lithium), hexanes, C[Si](C)(C)Cl (trimethylsilyl chloride). Run in O1CCCC1 (tetrahydrofuran), Hexanes. Conditions: temperature -78 celsius, time 5 minute. The product is BrC1=CC(=C(C(=C1)C)N([Si](C)(C)C)[Si](C)(C)C)C (2-(4-bromo-2,6-dimethyl-phenyl)-1,1,1,3,3,3-hexamethyl-disilazane). RXN SMILES: [Br:1][C:2]1[CH:8]=[C:7]([CH3:9])[C:5]([NH2:6])=[C:4]([CH3:10])[CH:3]=1.C([Li])CCC.[CH3:16][Si:17](Cl)([CH3:19])[CH3:18].O>O1CCCC1>[Br:1][C:2]1[CH:8]=[C:7]([CH3:9])[C:5]([N:6]([Si:17]([CH3:19])([CH3:18])[CH3:16])[Si:17]([CH3:19])([CH3:18])[CH3:16])=[C:4]([CH3:10])[CH:3]=1. Procedure: To a solution of 4-bromo-2,6-dimethylaniline (commercially available) (40 g, 0.2 mol) in tetrahydrofuran (500 ml) under a nitrogen atmosphere was added a solution of n-butyl lithium in hexanes (1.6 M) (125 ml, 0.2 mol). During this operation, the internal temperature was kept between −70° C. and −78° C. After five minutes, trimethylsilyl chloride (25 ml, 0.2 mol) was added whilst the internal temperature was kept below −68° C. After five minutes, the cooling bath was replaced with a water bath a... Reactants: CC#N, CN=C=S, Nc1ccc(Cl)nc1. Yields the product CNC(=S)Nc1ccc(Cl)nc1. As a reaction SMILES: [CH3:13][C:14]#[N:15].[CH3:9][N:10]=[C:11]=[S:12].[Cl:1][c:2]1[n:3][cH:4][c:5]([NH2:8])[cH:6][cH:7]1>>[Cl:1][c:2]1[n:3][cH:4][c:5]([NH:8][C:11]([NH:10][CH3:9])=[S:12])[cH:6][cH:7]1.